Task: describe an organic reaction: reactants, conditions, products, and yield. Dataset: the Open Reaction Database (ORD), a public repository of structured organic reaction records Yields the product C1NCC2(C=CC=CC12)N (1,2,3,7a-Tetrahydro-isoindol-3a-ylamine). The solvent is O (water), O (H2O). Starting materials: COC(=O)NC12C=CC=CC2CN(C1)C(=O)OC (methyl 1-methoxycarbonylamino-8-azabicyclo[4.3.0]nona-2,4-diene-8-carboxylate), Ba(OH)2. Procedure: 20 g of crude methyl 1-methoxycarbonylamino-8-azabicyclo[4.3.0]nona-2,4-diene-8-carboxylate are heated with 75 g (0.235 mol) of Ba(OH)2.8 H2O in 250 ml of water overnight under reflux. The BaCO3 is filtered off with suction, the filtrate is concentrated and the salt residues are boiled three times with 1,4-dioxane. The dioxane solutions are concentrated and the residue is distilled. Yield: 5 g (43.9% of theory based on Step D), boiling point: 65° C./0.2 mbar. RXN SMILES: COC([NH:5][C:6]12[CH2:14][N:13](C(OC)=O)[CH2:12][CH:11]1[CH:10]=[CH:9][CH:8]=[CH:7]2)=O>O>[CH2:12]1[CH:11]2[C:6]([NH2:5])([CH:7]=[CH:8][CH:9]=[CH:10]2)[CH2:14][NH:13]1. The reactants are C(C=C)OC1=C(C(=CC=C1)[N+](=O)[O-])[N+](=O)[O-] (1-allyloxy-2,3-dinitrobenzene), CN (methylamine). Solvent: C(C)(C)O (isopropanol). Product: C(C=C)OC1=C(C(=CC=C1)[N+](=O)[O-])NC (1-allyloxy-2-methylamino-3-nitrobenzene). As a reaction SMILES: [CH2:1]([O:4][C:5]1[CH:10]=[CH:9][CH:8]=[C:7]([N+:11]([O-:13])=[O:12])[C:6]=1[N+:14]([O-])=O)[CH:2]=[CH2:3].[CH3:17]N>C(O)(C)C>[CH2:1]([O:4][C:5]1[CH:10]=[CH:9][CH:8]=[C:7]([N+:11]([O-:13])=[O:12])[C:6]=1[NH:14][CH3:17])[CH:2]=[CH2:3]. Procedure: A mixture of 9.0 g of 1-allyloxy-2,3-dinitrobenzene, 400 ml of isopropanol and 12.4 g of gaseous methylamine is heated, in a pressure vessel, to 90° for 3 hours, whilst stirring. After cooling and letting-down, the reaction solution is evaporated under reduced pressure. The resulting oil is dried at 50°/0.01 mm Hg for 2 hours, whereupon 1-allyloxy-2-methylamino-3-nitrobenzene is obtained; this can be used further without purification. Starting materials: COC(CC(C)=O)=O (3-oxo-butyric acid methyl ester), R3—(CH2)m—NH2, N1(CCCCC1)N (1-piperidinamine), BrCC(=O)C1=C(C=CC(=C1)OC)OC (2-bromo-1-(2,5-dimethoxy-phenyl)-ethanone), C(CC1=CC=CC=C1)N (phenethylamine). The product is N1(CCCCC1)NC(=O)C1=C(N(C(=C1)C1=C(C=CC(=C1)OC)OC)CCC1=CC=CC=C1)C (5-(2,5-Dimethoxy-phenyl)-2-methyl-1-phenethyl-1H-pyrrole-3-carboxylic acid piperidin-1-ylamide). Reaction SMILES: C[O:2][C:3](=O)[CH2:4][C:5](=O)[CH3:6].Br[CH2:10][C:11]([C:13]1[CH:18]=[C:17]([O:19][CH3:20])[CH:16]=[CH:15][C:14]=1[O:21][CH3:22])=O.[CH2:23]([NH2:31])[CH2:24][C:25]1[CH:30]=[CH:29][CH:28]=[CH:27][CH:26]=1.[N:32]1([NH2:38])[CH2:37][CH2:36][CH2:35][CH2:34][CH2:33]1>>[N:32]1([NH:38][C:3]([C:4]2[CH:10]=[C:11]([C:13]3[CH:18]=[C:17]([O:19][CH3:20])[CH:16]=[CH:15][C:14]=3[O:21][CH3:22])[N:31]([CH2:23][CH2:24][C:25]3[CH:30]=[CH:29][CH:28]=[CH:27][CH:26]=3)[C:5]=2[CH3:6])=[O:2])[CH2:37][CH2:36][CH2:35][CH2:34][CH2:33]1. Reported procedure: The title compound was synthesized in analogy to Example 68, using 3-oxo-butyric acid methyl ester as compound of formula R, 2-bromo-1-(2,5-dimethoxy-phenyl)-ethanone as compound of formula S, phenethylamine as R3—(CH2)m—NH2 and 1-piperidinamine as R1R2NH, MS (ISP) 448.3 (M+H)+. Starting materials: CN1C2CC(CC1CC2)OC2=C(C=C(C=C2)[N+](=O)[O-])C (8-Methyl-3-(2-methyl-4-nitro-phenoxy)-8-aza-bicyclo[3.2.1]octane). The reagents and catalysts are [Pd] (palladium). Run in CO (methanol). Run at time 2 hour. The product is CC=1C=C(C=CC1OC1CC2CCC(C1)N2C)N (3-Methyl-4-(8-methyl-8-azabicyclo[3.2.1]oct-3-yloxy)phenylamine). As a reaction SMILES: [CH3:1][N:2]1[CH:7]2[CH2:8][CH2:9][CH:3]1[CH2:4][CH:5]([O:10][C:11]1[CH:16]=[CH:15][C:14]([N+:17]([O-])=O)=[CH:13][C:12]=1[CH3:20])[CH2:6]2>CO.[Pd]>[CH3:20][C:12]1[CH:13]=[C:14]([NH2:17])[CH:15]=[CH:16][C:11]=1[O:10][CH:5]1[CH2:6][CH:7]2[N:2]([CH3:1])[CH:3]([CH2:9][CH2:8]2)[CH2:4]1. Reported procedure: A suspension of 8-Methyl-3-(2-methyl-4-nitro-phenoxy)-8-aza-bicyclo[3.2.1]octane (495 mg) and palladium (5% on carbon; 63 mg) in methanol (25 mL) was stirred vigorously under a hydrogen atmosphere (atmospheric pressure) for 2 h. Then the catalyst was filtered off and the filtrate concentrated. The product with the molecular weight of 246.35 (C15H22N20); was obtained in this way; MS (ESI) 247 (M+H+). The reactants are solution, B(Br)(Br)Br (BBr3), C(#N)C1=C(C=C(C=C1)C1N(CCC2=C1N(C=N2)C)C(CCNS(=O)(=O)C2=CC(=CC=C2)OC)=O)F (N-{3-[4-(4-Cyano-3-fluoro-phenyl)-3-methyl-3,4,6,7-tetrahydro-imidazo[4,5-c]pyridin-5-yl]-3-oxo-propyl}-3-methoxy-benzenesulfonamide). The solvent is C(Cl)Cl (CH2Cl2), C(Cl)Cl (CH2Cl2), C(Cl)Cl (CH2Cl2), C(=O)(O)[O-].[Na+] (NaHCO3). Conditions: temperature 0 celsius, time 4 hour. The product is C(#N)C1=C(C=C(C=C1)C1N(CCC2=C1N(C=N2)C)C(CCNS(=O)(=O)C2=CC(=CC=C2)O)=O)F (N-{3-[4-(4-Cyano-3-fluoro-phenyl)-3-methyl-3,4,6,7-tetrahydro-imidazo[4,5-c]pyridin-5-yl]-3-oxo-propyl}-3-hydroxy-benzenesulfonamide). Reaction SMILES: [C:1]([C:3]1[CH:8]=[CH:7][C:6]([CH:9]2[C:14]3[N:15]([CH3:18])[CH:16]=[N:17][C:13]=3[CH2:12][CH2:11][N:10]2[C:19](=[O:34])[CH2:20][CH2:21][NH:22][S:23]([C:26]2[CH:31]=[CH:30][CH:29]=[C:28]([O:32]C)[CH:27]=2)(=[O:25])=[O:24])=[CH:5][C:4]=1[F:35])#[N:2].B(Br)(Br)Br>C(Cl)Cl.C([O-])(O)=O.[Na+]>[C:1]([C:3]1[CH:8]=[CH:7][C:6]([CH:9]2[C:14]3[N:15]([CH3:18])[CH:16]=[N:17][C:13]=3[CH2:12][CH2:11][N:10]2[C:19](=[O:34])[CH2:20][CH2:21][NH:22][S:23]([C:26]2[CH:31]=[CH:30][CH:29]=[C:28]([OH:32])[CH:27]=2)(=[O:25])=[O:24])=[CH:5][C:4]=1[F:35])#[N:2] |f:3.4|. Procedure details: N-{3-[4-(4-Cyano-3-fluoro-phenyl)-3-methyl-3,4,6,7-tetrahydro-imidazo[4,5-c]pyridin-5-yl]-3-oxo-propyl}-3-methoxy-benzenesulfonamide (0.05 g, 0.100 mmol), prepared as described in Step H, was dissolved in CH2Cl2 (2 mL) and cooled to 0° C. A 1M solution of BBr3 in CH2Cl2 (2.0 mL, 2.00 mmol) was added dropwise via syringe and stirred for 4 h. The reaction mixture was diluted with CH2Cl2 and saturated NaHCO3 solution and separated. The aqueous layer was washed with CH2Cl2 (2×), the organic layers c... The reactants are C(C1=CC=CC=C1)OC(=O)N[C@H]1C[C@H](CN(C1)C(=O)OC(C)(C)C)C(=O)O ((3R,5S)-5-{[(benzyloxy)carbonyl]amino}-1-(tert-butoxycarbonyl)piperidine-3-carboxylic acid), C(=O)(N1C=NC=C1)N1C=NC=C1 (1,1′-carbonylbis(1H-imidazole)), C(C)OC(CC(=O)[K])=O ((3-Ethoxy-3-oxopropanoyl)potassium), [Cl-].[Mg+2].[Cl-] (magnesium chloride). The solvent is C1CCOC1 (THF), Cl (hydrochloric acid). Run at time 2 hour. Product: C(C1=CC=CC=C1)OC(=O)N[C@@H]1CN(C[C@@H](C1)C(CC(=O)OCC)=O)C(=O)OC(C)(C)C (tert-butyl (3S,5R)-3-{[(benzyloxy)carbonyl]amino}-5-(3-ethoxy-3-oxopropanoyl)piperidine-1-carboxylate). Isolated yield 17.2%. RXN SMILES: [CH2:1]([O:8][C:9]([NH:11][C@@H:12]1[CH2:17][N:16]([C:18]([O:20][C:21]([CH3:24])([CH3:23])[CH3:22])=[O:19])[CH2:15][C@H:14](C(O)=O)[CH2:13]1)=[O:10])[C:2]1[CH:7]=[CH:6][CH:5]=[CH:4][CH:3]=1.C(N1C=CN=C1)(N1C=CN=C1)=O.[CH2:40]([O:42][C:43](=[O:48])[CH2:44][C:45]([K])=[O:46])[CH3:41].[Cl-].[Mg+2].[Cl-]>C1COCC1.Cl>[CH2:1]([O:8][C:9]([NH:11][C@H:12]1[CH2:13][C@@H:14]([C:45](=[O:46])[CH2:44][C:43]([O:42][CH2:40][CH3:41])=[O:48])[CH2:15][N:16]([C:18]([O:20][C:21]([CH3:24])([CH3:22])[CH3:23])=[O:19])[CH2:17]1)=[O:10])[C:2]1[CH:3]=[CH:4][CH:5]=[CH:6][CH:7]=1 |f:3.4.5|. Procedure details: To a solution of (3R,5S)-5-{[(benzyloxy)carbonyl]amino}-1-(tert-butoxycarbonyl)piperidine-3-carboxylic acid (2.25 g) in THF (60 ml) was added 1,1′-carbonylbis(1H-imidazole) (1.20 g) and the mixture was stirred at room temperature for 2 hr. (3-Ethoxy-3-oxopropanoyl)potassium (1.26 g) and magnesium chloride (700 mg) were added and the reaction mixture was stirred with heating to reflux for 4 hr. After cooling to room temperature, the reaction mixture was diluted with 1 M hydrochloric acid, and the... Reactants: CCOc1cc(C(=O)OC)c([N+](=O)[O-])cc1OC, CO, [Cl-], [Fe], [NH4+], O. Product: CCOc1cc(C(=O)OC)c(N)cc1OC. As a reaction SMILES: [CH2:1]([CH3:2])[O:3][c:4]1[c:5]([O:17][CH3:18])[cH:6][c:7]([N+:14]([O-:15])=[O:16])[c:8]([C:9](=[O:10])[O:11][CH3:12])[cH:13]1.[CH3:22][OH:23].[Cl-:19].[Fe:24].[NH4+:20].[OH2:21]>>[CH2:1]([CH3:2])[O:3][c:4]1[c:5]([O:17][CH3:18])[cH:6][c:7]([NH2:14])[c:8]([C:9](=[O:10])[O:11][CH3:12])[cH:13]1.